Dataset: the Open Reaction Database (ORD), a public repository of structured organic reaction records. Task: describe an organic reaction: reactants, conditions, products, and yield Reaction SMILES: [NH2:1][C:2]1[C:10]([C:11]#[C:12][C:13]2[CH:18]=[CH:17][CH:16]=[C:15]([NH:19][C:20]([C:22]3[N:23]([CH3:28])[N:24]=[C:25]([CH3:27])[CH:26]=3)=[O:21])[CH:14]=2)=[CH:9][C:5]([C:6]([OH:8])=O)=[CH:4][N:3]=1.[CH3:29][S:30]([C:33]1[CH:38]=[CH:37][C:36]([CH2:39][CH2:40][C:41]([O:43][CH3:44])=[O:42])=[CH:35][CH:34]=1)(=[NH:32])=[O:31]>>[NH2:1][C:2]1[N:3]=[CH:4][C:5]([C:6]([N:32]=[S:30]([C:33]2[CH:34]=[CH:35][C:36]([CH2:39][CH2:40][C:41]([O:43][CH3:44])=[O:42])=[CH:37][CH:38]=2)([CH3:29])=[O:31])=[O:8])=[CH:9][C:10]=1[C:11]#[C:12][C:13]1[CH:18]=[CH:17][CH:16]=[C:15]([NH:19][C:20]([C:22]2[N:23]([CH3:28])[N:24]=[C:25]([CH3:27])[CH:26]=2)=[O:21])[CH:14]=1. Reactants: NC1=NC=C(C(=O)O)C=C1C#CC1=CC(=CC=C1)NC(=O)C=1N(N=C(C1)C)C (6-Amino-5-{3-[(2,5-dimethyl-2H-pyrazole-3-carbonyl)-amino]-phenylethynyl}-nicotinic acid), CS(=O)(=N)C1=CC=C(C=C1)CCC(=O)OC (methyl 3-(4-(S-methylsulfonimidoyl)-phenyl)propanoate). Yield: 41.9%. Procedure details: In a manner similar to that described in Example 480 (step 6), 6-Amino-5-{3-[(2,5-dimethyl-2H-pyrazole-3-carbonyl)-amino]-phenylethynyl}-nicotinic acid (0.250 g, 0.666 mmol) and methyl 3-(4-(S-methylsulfonimidoyl)-phenyl)propanoate (0.160 g, 0.666 mmol) were reacted to give the title compound (0.167 g, 42%) The product is NC1=C(C=C(C=N1)C(=O)N=S(=O)(C)C1=CC=C(C=C1)CCC(=O)OC)C#CC1=CC(=CC=C1)NC(=O)C1=CC(=NN1C)C (Methyl 3-{4-[N-({6-amino-5-[(3-{[(1,3-dimethyl-1H-pyrazol-5-yl)carbonyl]amino}phenyl)ethynyl]pyridin-3-yl}carbonyl)-S-methylsulfonimidoyl]phenyl}propanoate).